From a dataset of the Open Reaction Database (ORD), a public repository of structured organic reaction records. describe an organic reaction: reactants, conditions, products, and yield Starting materials: CCOC(=O)c1nc2c(C#N)c(C)c(-c3ccccc3)c(F)c2o1, CNCCO[Si](c1ccccc1)(c1ccccc1)C(C)(C)C, C[Al](C)C, ClCCl, Cl. The product is Cc1c(-c2ccccc2)c(F)c2oc(C(=O)N(C)CCO[Si](c3ccccc3)(c3ccccc3)C(C)(C)C)nc2c1C#N. RXN SMILES: [C:27](#[N:28])[c:29]1[c:30]([CH3:50])[c:31](-[c:44]2[cH:45][cH:46][cH:47][cH:48][cH:49]2)[c:32]([F:43])[c:33]2[c:34]1[n:35][c:36]([C:38](=[O:39])[O:40][CH2:41][CH3:42])[o:37]2.[C:5]([CH3:6])([CH3:7])([CH3:8])[Si:9]([O:10][CH2:11][CH2:12][NH:13][CH3:14])([c:15]1[cH:16][cH:17][cH:18][cH:19][cH:20]1)[c:21]1[cH:22][cH:23][cH:24][cH:25][cH:26]1.[CH3:1][Al:2]([CH3:3])[CH3:4].[Cl:52][CH2:53][Cl:54].[ClH:51]>>[C:5]([CH3:6])([CH3:7])([CH3:8])[Si:9]([O:10][CH2:11][CH2:12][N:13]([CH3:14])[C:38]([c:36]1[n:35][c:34]2[c:29]([C:27]#[N:28])[c:30]([CH3:50])[c:31](-[c:44]3[cH:45][cH:46][cH:47][cH:48][cH:49]3)[c:32]([F:43])[c:33]2[o:37]1)=[O:39])([c:15]1[cH:16][cH:17][cH:18][cH:19][cH:20]1)[c:21]1[cH:22][cH:23][cH:24][cH:25][cH:26]1. Reactants: NC=1C=C2NC(C(N(C2=CC1[N+](=O)[O-])CC)=O)=O (6-amino-1-ethyl-7-nitro-2,3(1H,4H)-quinoxalinedione), ice water, N(=O)[O-].[Na+] (sodium nitrite), S(O)(O)(=O)=O (sulfuric acid). Reagents/catalysts: [Cu-]=O (copper(I) oxide). Solvent: C(C)O (ethanol), C(C)(=O)O (acetic acid). Reaction conditions: time 30 minute. Yields the product C(C)N1C(C(NC2=CC=C(C=C12)[N+](=O)[O-])=O)=O (1-Ethyl-7-nitro-2,3(1H,4H)-quinoxalinedione). Yield: 63.4%. RXN SMILES: N[C:2]1[CH:3]=[C:4]2[C:9](=[CH:10][C:11]=1[N+:12]([O-:14])=[O:13])[N:8]([CH2:15][CH3:16])[C:7](=[O:17])[C:6](=[O:18])[NH:5]2.N([O-])=O.[Na+].S(=O)(=O)(O)O>C(O)(=O)C.C(O)C.[Cu-]=O>[CH2:15]([N:8]1[C:9]2[C:4](=[CH:3][CH:2]=[C:11]([N+:12]([O-:14])=[O:13])[CH:10]=2)[NH:5][C:6](=[O:18])[C:7]1=[O:17])[CH3:16] |f:1.2|. Reported procedure: 14.2 g (57 mmol) of 6-amino-1-ethyl-7-nitro-2,3(1H,4H)-quinoxalinedione (Example 30a) were suspended in 340 ml of acetic acid. To this was added dropwise at 10°-20° C. a solution of 5.1 g (74 mmol) of sodium nitrite and 80 ml of concentrated sulfuric acid. The mixture was stirred for a further 30 minutes and then this solution was added dropwise to another suspension of 16.3 g (114 mmol) of copper(I) oxide in 140 ml ethanol. The mixture was stirred for a further 10 minutes and then poured into 1... Reactants: COC=1C=C(C=CC1NC(=O)NC1=C(C=CC=C1)C)CC(=O)OC1=C(C(=C(C(=C1F)F)F)F)F (pentafluorophenyl 3-methoxy4-[N′-(2-methylphenyl)ureido]phenylacetate), N1C(CCC1)COC1=NC=C(C=C1)C(=O)OC (methyl 2-[(2-pyrrolidinyl)methoxy]pyridine-5-carboxylate). Solvent: CN(C)C=O (DMF), CCOC(=O)C (EtOAc). Reaction conditions: time 1 hour. The product is COC=1C=C(C=CC1NC(=O)NC1=C(C=CC=C1)C)CC(=O)N1C(CCC1)COC1=NC=C(C=C1)C(=O)OC (methyl 2-[[1-[3-methoxy-4-[N′-(2-methylphenyl) ureido]phenylacetyl]-2-pyrrolidinyl]methoxy]pyridine-5-carboxylate). Yield: 86.8%. Reaction SMILES: [CH3:1][O:2][C:3]1[CH:4]=[C:5]([CH2:20][C:21]([O:23]C2C(F)=C(F)C(F)=C(F)C=2F)=O)[CH:6]=[CH:7][C:8]=1[NH:9][C:10]([NH:12][C:13]1[CH:18]=[CH:17][CH:16]=[CH:15][C:14]=1[CH3:19])=[O:11].[NH:35]1[CH2:39][CH2:38][CH2:37][CH:36]1[CH2:40][O:41][C:42]1[CH:47]=[CH:46][C:45]([C:48]([O:50][CH3:51])=[O:49])=[CH:44][N:43]=1>CN(C=O)C.CCOC(C)=O>[CH3:1][O:2][C:3]1[CH:4]=[C:5]([CH2:20][C:21]([N:35]2[CH2:39][CH2:38][CH2:37][CH:36]2[CH2:40][O:41][C:42]2[CH:47]=[CH:46][C:45]([C:48]([O:50][CH3:51])=[O:49])=[CH:44][N:43]=2)=[O:23])[CH:6]=[CH:7][C:8]=1[NH:9][C:10]([NH:12][C:13]1[CH:18]=[CH:17][CH:16]=[CH:15][C:14]=1[CH3:19])=[O:11]. Procedure: A mixture of pentafluorophenyl 3-methoxy4-[N′-(2-methylphenyl)ureido]phenylacetate (351.7 mg, 0.732 mmol), methyl 2-[(2-pyrrolidinyl)methoxy]pyridine-5-carboxylate (173.0 mg, 0.732 mmol), Et3 N (122.4 μl, 0.878 mmol) in DMF (5.2 mL) was stirred for 1 hr at room temp. The mixture was diluted with EtOAc, washed with brine, and dried over Na2SO4. The solvent was removed under a reduced pressure and the residue was chromatographed on silica-gel with n-hexane:EtOAc (1:5, v/v) as eluent to afford meth... The reactants are [BH3-]C#N, CO, CC(=O)O, O=Cc1cccc(Cl)c1, NCCNc1nc(Cl)nc2c1ncn2C1CCCC1, [Na+]. The product is Clc1cccc(CNCCNc2nc(Cl)nc3c2ncn3C2CCCC2)c1. Reaction SMILES: [C:31]([BH3-:32])#[N:33].[CH3:20][OH:21].[CH3:35][C:36](=[O:37])[OH:38].[Cl:22][c:23]1[cH:24][c:25]([CH:26]=[O:27])[cH:28][cH:29][cH:30]1.[NH2:1][CH2:2][CH2:3][NH:4][c:5]1[c:6]2[n:7][cH:8][n:9]([CH:15]3[CH2:16][CH2:17][CH2:18][CH2:19]3)[c:10]2[n:11][c:12]([Cl:14])[n:13]1.[Na+:34]>>[NH:1]([CH2:2][CH2:3][NH:4][c:5]1[c:6]2[n:7][cH:8][n:9]([CH:15]3[CH2:16][CH2:17][CH2:18][CH2:19]3)[c:10]2[n:11][c:12]([Cl:14])[n:13]1)[CH2:26][c:25]1[cH:24][c:23]([Cl:22])[cH:30][cH:29][cH:28]1. Starting materials: FC1=C(C=CC=C1)CC(=O)N1C(OC[C@H]1C1=CC=CC=C1)=O (3-[(2-fluorophenyl)-acetyl]-4(R)-phenyl-2-oxazolidinone), C[Si]([N-][Si](C)(C)C)(C)C.[Na+] (sodium hexamethyldisilazide), BrCC#N (BrCH2CN), [NH4+].[Cl-] (NH4Cl). Solvent: C1CCOC1 (THF), C1CCOC1 (THF). Run at temperature -30 celsius, time 2.5 hour. The product is C(#N)C[C@@H](C(=O)N1C(OC[C@H]1C1=CC=CC=C1)=O)C1=C(C=CC=C1)F (3-[(R)-β-cyano-α-(2-fluorophenyl)-propionyl]-4-(R)-phenyl-2-oxazolidinone). Reaction SMILES: [F:1][C:2]1[CH:7]=[CH:6][CH:5]=[CH:4][C:3]=1[CH2:8][C:9]([N:11]1[C@H:15]([C:16]2[CH:21]=[CH:20][CH:19]=[CH:18][CH:17]=2)[CH2:14][O:13][C:12]1=[O:22])=[O:10].C[Si](C)(C)[N-][Si](C)(C)C.[Na+].Br[CH2:34][C:35]#[N:36].[NH4+].[Cl-]>C1COCC1>[C:35]([CH2:34][C@H:8]([C:3]1[CH:4]=[CH:5][CH:6]=[CH:7][C:2]=1[F:1])[C:9]([N:11]1[C@H:15]([C:16]2[CH:21]=[CH:20][CH:19]=[CH:18][CH:17]=2)[CH2:14][O:13][C:12]1=[O:22])=[O:10])#[N:36] |f:1.2,4.5|. Procedure: To a solution of 3-[(2-fluorophenyl)-acetyl]-4(R)-phenyl-2-oxazolidinone (435 g, 1.45 mol) in THF (6000 mL), is added sodium hexamethyldisilazide [(TMS)2 NNa, 1M in THF, 1480 ml, 1.48 mol] dropwise at −78° C. The resulting mixture is then warmed to −30° C. and stirred for 2.5 hours. After this time the reaction mixture is recooled to −78° C. and a solution of BrCH2CN (175 g, 1.46 mmol) in THF (200 mL) is added. The reaction mixture is then warmed to −40° C. and stirred for 2 hours. Subsequently ... Conditions: time 24 hour. Yields the product C(#N)CNC(C1=CC=NC=C1)=O (N-(cyanomethyl)isonicotinamide). Reported procedure: A mixture of isonicotinic acid (1.00 g, 8.12 mmol), 2-aminoacetonitrile hydrochloride (0.902 g, 9.75 mmol), 1H-benzo[d][1,2,3]triazol-1-ol hydrate (1.24 g, 8.12 mmol), N1-((ethylimino)methylene)-N3,N3-dimethylpropane-1,3-diamine hydrochloride (1.71 g, 8.94 mmol) and N-ethyl-N-isopropylpropan-2-amine (4.95 ml, 28.4 mmol) in dichloromethane (20.3 ml, 8.12 mmol) was allowed to stir at room temperature for 24 hours. The mixture was concentrated and the residue was purified by CombiFlash using 0-10% ... Reactants: C(C1=CC=NC=C1)(=O)O (isonicotinic acid), Cl.NCC#N (2-aminoacetonitrile hydrochloride), O.N1(N=NC2=C1C=CC=C2)O (1H-benzo[d][1,2,3]triazol-1-ol hydrate), Cl.C(C)N=C=NCCCN(C)C (N1-((ethylimino)methylene)-N3,N3-dimethylpropane-1,3-diamine hydrochloride), C(C)N(C(C)C)C(C)C (N-ethyl-N-isopropylpropan-2-amine), ClCCl (dichloromethane). As a reaction SMILES: [C:1]([OH:9])(=O)[C:2]1[CH:7]=[CH:6][N:5]=[CH:4][CH:3]=1.Cl.[NH2:11][CH2:12][C:13]#[N:14].O.N1(O)C2C=CC=CC=2N=N1.Cl.C(N=C=NCCCN(C)C)C.C(N(C(C)C)C(C)C)C.ClCCl>>[C:12]([CH2:13][NH:14][C:1](=[O:9])[C:2]1[CH:3]=[CH:4][N:5]=[CH:6][CH:7]=1)#[N:11] |f:1.2,3.4,5.6|.